Dataset: the Open Reaction Database (ORD), a public repository of structured organic reaction records. Task: describe an organic reaction: reactants, conditions, products, and yield The reactants are ClC1=NC(=CC(=N1)C(F)(F)F)C1=CC(=CC=C1)C(F)(F)F (2-chloro-4-trifluoromethyl-6-(3-trifluoromethylphenyl)-pyrimidine), BrC=1N=CNC1 (4-bromo-imidazole). The product is BrC=1N=CN(C1)C1=NC(=CC(=N1)C(F)(F)F)C1=CC(=CC=C1)C(F)(F)F (2-(4-Bromo-imidazol-1-yl)-4-trifluoromethyl-6-(3-trifluoromethyl-phenyl)-pyrimidine), solid. The yield is 73.0%. Reaction SMILES: Cl[C:2]1[N:7]=[C:6]([C:8]([F:11])([F:10])[F:9])[CH:5]=[C:4]([C:12]2[CH:17]=[CH:16][CH:15]=[C:14]([C:18]([F:21])([F:20])[F:19])[CH:13]=2)[N:3]=1.[Br:22][C:23]1[N:24]=[CH:25][NH:26][CH:27]=1>>[Br:22][C:23]1[N:24]=[CH:25][N:26]([C:2]2[N:7]=[C:6]([C:8]([F:11])([F:10])[F:9])[CH:5]=[C:4]([C:12]3[CH:17]=[CH:16][CH:15]=[C:14]([C:18]([F:21])([F:20])[F:19])[CH:13]=3)[N:3]=2)[CH:27]=1. Procedure details: The title compound was prepared from 2-chloro-4-trifluoromethyl-6-(3-trifluoromethylphenyl)-pyrimidine (example A.42) (0.65 g, 2.0 mmol) and commercially available 4-bromo-imidazole (0.44 g, 3.0 mmol) according to the general procedure IVa. Obtained as a light yellow solid (0.64 g, 73%). MS (ISP) 439.1 [(M+H)+]; mp 158.5° C. Starting materials: COC(=O)C=1C=CC(=C(C(=O)O)C1)[N+](=O)[O-] (5-methoxycarbonyl-2-nitrobenzoic acid), NC1=NC=C(C=C1)Cl (2-amino-5-chloropyridine). The product is ClC=1C=CC(=NC1)NC(C1=C(C=CC(=C1)C(=O)OC)[N+](=O)[O-])=O (N-(5-Chloropyridin-2-yl)-5-(methoxycarbonyl)-2-nitrobenzamide). As a reaction SMILES: [CH3:1][O:2][C:3]([C:5]1[CH:6]=[CH:7][C:8]([N+:14]([O-:16])=[O:15])=[C:9]([CH:13]=1)[C:10]([OH:12])=O)=[O:4].[NH2:17][C:18]1[CH:23]=[CH:22][C:21]([Cl:24])=[CH:20][N:19]=1>>[Cl:24][C:21]1[CH:22]=[CH:23][C:18]([NH:17][C:10](=[O:12])[C:9]2[CH:13]=[C:5]([C:3]([O:2][CH3:1])=[O:4])[CH:6]=[CH:7][C:8]=2[N+:14]([O-:16])=[O:15])=[N:19][CH:20]=1. Procedure: Using a similar procedure to that described in Example 8-A, 5-methoxycarbonyl-2-nitrobenzoic acid (20 g, 89 mmol) and 2-amino-5-chloropyridine (11 g, 85 mmol) afforded, after recrystallization from toluene, 23.6 g (83%) of the title compound. The reactants are [K+], O=C=O, O, Oc1ccccc1, [O-]c1ccccc1. Yields the product O=C(O)c1ccc(O)cc1. RXN SMILES: [K+:8].[O:16]=[C:17]=[O:18].[OH2:19].[OH:9][c:10]1[cH:11][cH:12][cH:13][cH:14][cH:15]1.[c:1]1([O-:7])[cH:2][cH:3][cH:4][cH:5][cH:6]1>>[c:1]1([OH:7])[cH:2][cH:3][c:4]([C:17](=[O:16])[OH:18])[cH:5][cH:6]1. Reactants: N1=CC=CC=C1 (pyridine), C(C)(C)(C)O (tert.-butanol), ClC1=C(C(=NC=N1)C(=O)Cl)C (6-chloro-5-methyl-pyrimidine-4-carboxylic acid chloride). Run in ClCCl (dichloromethane), ClCCl (dichloromethane), ClCCl (dichloromethane). Run at time 30 minute. The product is ClC1=C(C(=NC=N1)C(=O)OC(C)(C)C)C (tert. butyl 6-chloro-5-methyl-pyrimidine-4-carboxylate). RXN SMILES: N1C=CC=CC=1.[C:7]([OH:11])([CH3:10])([CH3:9])[CH3:8].[Cl:12][C:13]1[N:18]=[CH:17][N:16]=[C:15]([C:19](Cl)=[O:20])[C:14]=1[CH3:22]>ClCCl>[Cl:12][C:13]1[N:18]=[CH:17][N:16]=[C:15]([C:19]([O:11][C:7]([CH3:10])([CH3:9])[CH3:8])=[O:20])[C:14]=1[CH3:22]. Procedure details: At 0° C. a solution of 5.8 mL pyridine and 15 mL tert.-butanol in 10 mL dichloromethane was added dropwise to 6.0 g 6-chloro-5-methyl-pyrimidine-4-carboxylic acid chloride in 10 mL dichloromethane. The reaction mixture was heated to RT and stirred for 30 min. The reaction mixture was diluted with dichloromethane and washed successively with a 2M sodium hydroxide solution, twice with a 10% aqueous citric acid solution and a sodium chloride solution. The organic phase was dried and evaporated down... Reactants: C(C1=CC=CC=C1)C=1C=NC2=C(C=CC=C2C1C=1C=C(C=CC1)C#CC1=CC=C(C=C1)CC(=O)O)C(F)(F)F ([4-({3-[3-benzyl-8-(trifluoromethyl)quinolin-4-yl]phenyl}ethynyl)-phenyl]acetic acid). Reagents/catalysts: [Pd] (Pd/C). The solvent is C(C)(=O)OCC.C(C)(=O)O (ethyl acetate acetic acid). Product: C(C1=CC=CC=C1)C=1C=NC2=C(C=CC=C2C1C=1C=C(C=CC1)CCC1=CC=C(C=C1)CC(=O)O)C(F)(F)F ([4-(2-{3-[3-BENZYL-8-(TRIFLUOROMETHYL)QUINOLIN-4-YL]PHENYL}ETHYL)PHENYL]ACETIC ACID). Reaction SMILES: [CH2:1]([C:8]1[CH:9]=[N:10][C:11]2[C:16]([C:17]=1[C:18]1[CH:19]=[C:20]([C:24]#[C:25][C:26]3[CH:31]=[CH:30][C:29]([CH2:32][C:33]([OH:35])=[O:34])=[CH:28][CH:27]=3)[CH:21]=[CH:22][CH:23]=1)=[CH:15][CH:14]=[CH:13][C:12]=2[C:36]([F:39])([F:38])[F:37])[C:2]1[CH:7]=[CH:6][CH:5]=[CH:4][CH:3]=1>C(OCC)(=O)C.C(O)(=O)C.[Pd]>[CH2:1]([C:8]1[CH:9]=[N:10][C:11]2[C:16]([C:17]=1[C:18]1[CH:19]=[C:20]([CH2:24][CH2:25][C:26]3[CH:27]=[CH:28][C:29]([CH2:32][C:33]([OH:35])=[O:34])=[CH:30][CH:31]=3)[CH:21]=[CH:22][CH:23]=1)=[CH:15][CH:14]=[CH:13][C:12]=2[C:36]([F:37])([F:38])[F:39])[C:2]1[CH:7]=[CH:6][CH:5]=[CH:4][CH:3]=1 |f:1.2|. Procedure details: A solution of [4-({3-[3-benzyl-8-(trifluoromethyl)quinolin-4-yl]phenyl}ethynyl)-phenyl]acetic acid (50 mg, 0.09 mmol), in ethyl acetate:acetic acid (8:1, 4.0 mL) is treated with Pd/C (10%) (3 mg) and placed on a PARR hydrogenator under 40 psi H2 The reaction filtered through celite and concentrated in vacuo. After chromatography (ethyl acetate:hexane, 33:70) the title saturated compound is obtained, 40 mg (80%). MS (ES) m/z 524.1. Starting materials: CCOC(C)=O, [I-], [Na+], C1CCOC1, Cc1ccc(C)c(N2CCN(C(=O)C3CN3S(=O)(=O)c3ccccc3)CC2)c1, O=C=Nc1ccccc1. The product is Cc1ccc(C)c(N2CCN(C(=O)C3CN(S(=O)(=O)c4ccccc4)C(=O)N3c3ccccc3)CC2)c1. Reaction SMILES: [CH3:45][CH2:46][O:47][C:48](=[O:49])[CH3:50].[I-:30].[Na+:29].[O:40]1[CH2:41][CH2:42][CH2:43][CH2:44]1.[c:1]1([S:7](=[O:8])(=[O:9])[N:10]2[CH:11]([C:13](=[O:14])[N:15]3[CH2:16][CH2:17][N:18]([c:21]4[c:22]([CH3:28])[cH:23][cH:24][c:25]([CH3:27])[cH:26]4)[CH2:19][CH2:20]3)[CH2:12]2)[cH:2][cH:3][cH:4][cH:5][cH:6]1.[c:31]1([N:37]=[C:38]=[O:39])[cH:32][cH:33][cH:34][cH:35][cH:36]1>>[c:1]1([S:7](=[O:8])(=[O:9])[N:10]2[CH2:12][CH:11]([C:13](=[O:14])[N:15]3[CH2:16][CH2:17][N:18]([c:21]4[c:22]([CH3:28])[cH:23][cH:24][c:25]([CH3:27])[cH:26]4)[CH2:19][CH2:20]3)[N:37]([c:31]3[cH:32][cH:33][cH:34][cH:35][cH:36]3)[C:38]2=[O:39])[cH:2][cH:3][cH:4][cH:5][cH:6]1. The reactants are Oc1cccc(OCCCN2CCN(Cc3ccc(Cl)cc3)CC2)c1, CCOC(=O)c1nnn(Cc2ccc(OC)cc2)c1Cl, [H-], [Na+], CN(C)C=O. The product is CCOC(=O)c1nnn(Cc2ccc(OC)cc2)c1Oc1cccc(OCCCN2CCN(Cc3ccc(Cl)cc3)CC2)c1. RXN SMILES: [Cl:1][c:2]1[cH:3][cH:4][c:5]([CH2:6][N:7]2[CH2:8][CH2:9][N:10]([CH2:13][CH2:14][CH2:15][O:16][c:17]3[cH:18][c:19]([OH:23])[cH:20][cH:21][cH:22]3)[CH2:11][CH2:12]2)[cH:24][cH:25]1.[Cl:28][c:29]1[c:30]([C:43](=[O:44])[O:45][CH2:46][CH3:47])[n:31][n:32][n:33]1[CH2:34][c:35]1[cH:36][cH:37][c:38]([O:41][CH3:42])[cH:39][cH:40]1.[H-:26].[Na+:27].[O:48]=[CH:49][N:50]([CH3:51])[CH3:52]>>[Cl:1][c:2]1[cH:3][cH:4][c:5]([CH2:6][N:7]2[CH2:8][CH2:9][N:10]([CH2:13][CH2:14][CH2:15][O:16][c:17]3[cH:18][c:19]([O:23][c:29]4[c:30]([C:43](=[O:44])[O:45][CH2:46][CH3:47])[n:31][n:32][n:33]4[CH2:34][c:35]4[cH:36][cH:37][c:38]([O:41][CH3:42])[cH:39][cH:40]4)[cH:20][cH:21][cH:22]3)[CH2:11][CH2:12]2)[cH:24][cH:25]1.